From a dataset of the Open Reaction Database (ORD), a public repository of structured organic reaction records. describe an organic reaction: reactants, conditions, products, and yield The reactants are C(CC)OC1=C(C(=O)Cl)C=CC(=C1)SC (2-propoxy-4-methylmercapto-benzoyl chloride), Cl.COC1=NC=CC(=C1N)N (2-methoxy-3,4-diamino-pyridine hydrochloride). Yields the product Cl.C(CC)OC1=C(C=CC(=C1)SC)C1=NC=2C(C(NCC2)=O)=N1 (2-(2-Propoxy-4-methylmercapto-phenyl)-5H-imidazo[4,5-c]pyridin-4-one hydrochloride). Reaction SMILES: [CH2:1]([O:4][C:5]1[CH:13]=[C:12]([S:14][CH3:15])[CH:11]=[CH:10][C:6]=1[C:7]([Cl:9])=O)[CH2:2][CH3:3].Cl.C[O:18][C:19]1[C:24]([NH2:25])=[C:23]([NH2:26])[CH:22]=[CH:21][N:20]=1>>[ClH:9].[CH2:1]([O:4][C:5]1[CH:13]=[C:12]([S:14][CH3:15])[CH:11]=[CH:10][C:6]=1[C:7]1[N:25]=[C:24]2[C:19](=[O:18])[NH:20][CH2:21][CH:22]=[C:23]2[N:26]=1)[CH2:2][CH3:3] |f:1.2,3.4|. Procedure details: This compound was prepared analogous to Example 2 from 2-propoxy-4-methylmercapto-benzoyl chloride and 2-methoxy-3,4-diamino-pyridine hydrochloride. Melting point: above 260° C. Starting materials: CC(=O)NN1CCC2(CC1)Oc1ccc(S(C)(=O)=O)cc1C(=O)C2C, CO, Cl. Yields the product Cl, CC1C(=O)c2cc(S(C)(=O)=O)ccc2OC12CCNCC2. RXN SMILES: [C:1]([NH:2][N:5]1[CH2:6][CH2:7][C:8]2([O:9][c:10]3[c:11]([cH:16][c:17]([S:20](=[O:21])(=[O:22])[CH3:23])[cH:18][cH:19]3)[C:12](=[O:15])[CH:13]2[CH3:14])[CH2:24][CH2:25]1)(=[O:3])[CH3:4].[CH3:27][OH:28].[ClH:26]>>[ClH:26].[NH:5]1[CH2:6][CH2:7][C:8]2([O:9][c:10]3[c:11]([cH:16][c:17]([S:20](=[O:21])(=[O:22])[CH3:23])[cH:18][cH:19]3)[C:12](=[O:15])[CH:13]2[CH3:14])[CH2:24][CH2:25]1. Reactants: COC([C@@H](NC(=O)OCC1=CC=CC=C1)CC1=CC(=C(C=C1)NC(=O)OC(C)(C)C)C)=O (N-(benzyloxycarbonyl)-4-[(1,1-dimethylethoxy)carbonyl]amino-3-methyl-L-phenylalanine methyl ester), Cl (hydrochloric acid). Run in C(C)OCC (diethyl ether), O1CCOCC1 (dioxane), O1CCOCC1 (dioxane). Reaction conditions: time 2 hour. The product is Cl.COC([C@@H](NC(=O)OCC1=CC=CC=C1)CC1=CC(=C(C=C1)N)C)=O (N-(benzyloxycarbonyl)-4-amino-3-methyl-L-phenylalanine methyl ester hydrochloride salt). Isolated yield 87.0%. As a reaction SMILES: [CH3:1][O:2][C:3](=[O:32])[C@H:4]([CH2:16][C:17]1[CH:22]=[CH:21][C:20]([NH:23]C(OC(C)(C)C)=O)=[C:19]([CH3:31])[CH:18]=1)[NH:5][C:6]([O:8][CH2:9][C:10]1[CH:15]=[CH:14][CH:13]=[CH:12][CH:11]=1)=[O:7].[ClH:33]>O1CCOCC1.C(OCC)C>[ClH:33].[CH3:1][O:2][C:3](=[O:32])[C@H:4]([CH2:16][C:17]1[CH:22]=[CH:21][C:20]([NH2:23])=[C:19]([CH3:31])[CH:18]=1)[NH:5][C:6]([O:8][CH2:9][C:10]1[CH:15]=[CH:14][CH:13]=[CH:12][CH:11]=1)=[O:7] |f:4.5|. Procedure details: To a solution of N-(benzyloxycarbonyl)-4-[(1,1-dimethylethoxy)carbonyl]amino-3-methyl-L-phenylalanine methyl ester (4.52 mmol, 2 g) in dioxane (12 mL) was added 4N hydrochloric acid in dioxane (48 mmol, 2 mL) at room temperature and the solution was stirred for approximately 2 h as a white precipitate was formed. The solids were diluted with diethyl ether, the mother liquor was decanted and the residue was dried first on a rotary evaporator and then under high vacuum to afford 1.487 g (87% yield... The reactants are CC=1C=NC=2CCCC(C2C1)=O (7,8-Dihydro-3-methylquinoline-5[6H]one), C(C)(=O)NC1=CC=C(C=O)C=C1 (4-acetamidobenzaldehyde), N1CCCCC1 (piperidine). Solvent: C(C)(=O)OCC (Ethyl acetate). Conditions: temperature 110 celsius. Product: C(C)(=O)NC1=CC=C(C=C1)C=C1C(C=2C=C(C=NC2CC1)C)=O (7,8-Dihydro-6-(4-acetamidophenyl)methylidene-3-methylquinolin-5-one). Yield: 73.7%. As a reaction SMILES: [CH3:1][C:2]1[CH:3]=[N:4][C:5]2[CH2:6][CH2:7][CH2:8][C:9](=[O:12])[C:10]=2[CH:11]=1.[C:13]([NH:16][C:17]1[CH:24]=[CH:23][C:20]([CH:21]=O)=[CH:19][CH:18]=1)(=[O:15])[CH3:14].N1CCCCC1>C(OCC)(=O)C>[C:13]([NH:16][C:17]1[CH:24]=[CH:23][C:20]([CH:21]=[C:8]2[CH2:7][CH2:6][C:5]3[N:4]=[CH:3][C:2]([CH3:1])=[CH:11][C:10]=3[C:9]2=[O:12])=[CH:19][CH:18]=1)(=[O:15])[CH3:14]. Procedure details: 7,8-Dihydro-3-methylquinoline-5[6H]one (8 g) was mixed with 4-acetamidobenzaldehyde (9 g) and piperidine (0.5 ml) and heated at 110° C. for 3 hours. Ethyl acetate (30 ml) was added to the hot reaction mixture and the mixture allowed to cool. Crystals formed and were isolated by filtration, then washed with diethyl ether to give the title compound (11.2 g). A portion was recrystallised from ethyl acetate to give an analytical sample, mp 226°-228° C. The reactants are C1=CC(NC=C1C=O)=O, CC1=CN=C(C=C1)N, [C-]#[N+]C1CCCCC1. The reagents and catalysts are O=C(O)C(F)(F)F (trifluoroacetic acid). The solvent is CC(C)O (isopropyl alcohol), CC(C)O (isopropylalcohol). Reaction conditions: temperature 22 celsius, time 20 hour. Product: Cc1ccc2nc(C3C=CC(NC=3)=O)c(NC3CCCCC3)n2c1. Yield: 0.8%. Reaction SMILES: CC1=CC=C(N)N=C1.[C-]#[N+]C1CCCCC1.O=CC1=CNC(=O)C=C1>>CC1=CN2C(C=C1)=NC(=C2NC1CCCCC1)C1=CNC(=O)C=C1.